This data is from the Open Reaction Database (ORD), a public repository of structured organic reaction records. The task is: describe an organic reaction: reactants, conditions, products, and yield The reactants are ClC1=CC=C(C(=O)Cl)C=C1 (4-chlorobenzoyl chloride), O (H2O), hexanes ethyl acetate, C(C)(C)N1CC2CNCC(C1)C2 (3-Isopropyl-3,7-diazabicyclo[3.3.1]nonane), [OH-].[Na+] (NaOH). Run in C(Cl)Cl (CH2Cl2), CCOCC (ether), C(Cl)Cl (CH2Cl2). Run at time 3 hour. The product is ClC1=CC=C(C(=O)N2CC3CN(CC(C2)C3)C(C)C)C=C1 (3-(4'-Chlorobenzoyl)-7-isopropyl-3,7-diazabicyclo[3.3.1]nonane). The yield is 78.5%. As a reaction SMILES: [CH:1]([N:4]1[CH2:11][CH:10]2[CH2:12][CH:6]([CH2:7][NH:8][CH2:9]2)[CH2:5]1)([CH3:3])[CH3:2].[OH-].[Na+].[Cl:15][C:16]1[CH:24]=[CH:23][C:19]([C:20](Cl)=[O:21])=[CH:18][CH:17]=1.O>C(Cl)Cl.CCOCC>[Cl:15][C:16]1[CH:24]=[CH:23][C:19]([C:20]([N:8]2[CH2:9][CH:10]3[CH2:12][CH:6]([CH2:5][N:4]([CH:1]([CH3:3])[CH3:2])[CH2:11]3)[CH2:7]2)=[O:21])=[CH:18][CH:17]=1 |f:1.2|. Procedure details: A 25-mL, three-necked, round-bottomed flask was equipped with a magnetic stirrer, a standard condenser with a N2 inlet, a 10-mL addition funnel and two glass stoppers. To a mixture of the amine (31, 0.60 g, 3.57 mmol) in CH2Cl2 (5 mL) and 10% NaOH (3.58 g, 8.93 mmol) was added dropwise a solution of 4-chlorobenzoyl chloride (0.69 g, 3.92 mmol) in CH2Cl2 (5 mL) over 15 min. Stirring of the mixture was continued for an additional 3 h under N2. An aqueous mixture, formed upon addition of H2O (30 mL...